Dataset: the Open Reaction Database (ORD), a public repository of structured organic reaction records. Task: describe an organic reaction: reactants, conditions, products, and yield Reactants: BrC1=CC=C(C=C1)S (4-Bromothiophenol), CS(=O)C (DMSO), [H-].[Na+] (sodium hydride), C(C)(=O)OCC (ethyl acetate), CS(=O)C (DMSO), BrCS(=O)(=O)N (bromomethanesulfonamide). Run at temperature 80 celsius. The product is BrC1=CC=C(C=C1)CS(=O)(=S)N (4-bromophenylthiomethanesulfonamide). The yield is 81.4%. Reaction SMILES: [H-].[Na+].[Br:3][C:4]1[CH:9]=[CH:8][C:7](S)=[CH:6][CH:5]=1.Br[CH2:12][S:13]([NH2:16])(=O)=[O:14].C(OCC)(=O)C.C[S:24](C)=O>>[Br:3][C:4]1[CH:9]=[CH:8][C:7]([CH2:12][S:13]([NH2:16])(=[S:24])=[O:14])=[CH:6][CH:5]=1 |f:0.1|. Procedure: A suspension of 1.4 g of a 60% sodium hydride/oil dispersion was prepared in 10 ml of dry DMSO, under an atmosphere of nitrogen. 4-Bromothiophenol (6.5 g) was dissolved in 11 ml of dry DMSO and added slowly to the above suspension. When frothing had subsided 6.0 g of bromomethanesulfonamide was added and the reaction mixture was heated to 80° C. for 2 hours. The reaction mixture was cooled to room temperature and poured into 150 ml of ethyl acetate, filtered from a solid and extracted with brine... Reactants: Cc1ncc(Br)cc1N, C1CCOC1, C[Si](C)(C)[N-][Si](C)(C)C, CCOC(C)=O, CI. The product is CNc1cc(Br)cnc1C. RXN SMILES: [Br:1][c:2]1[cH:3][c:4]([NH2:9])[c:5]([CH3:8])[n:6][cH:7]1.[CH2:21]1[O:22][CH2:23][CH2:24][CH2:25]1.[CH3:10][Si:11]([N-:12][Si:13]([CH3:14])([CH3:15])[CH3:16])([CH3:17])[CH3:18].[CH3:26][CH2:27][O:28][C:29]([CH3:30])=[O:31].[I:19][CH3:20]>>[Br:1][c:2]1[cH:3][c:4]([NH:9][CH3:10])[c:5]([CH3:8])[n:6][cH:7]1. The reactants are FC(C=1C=C(C=CC1)C1=C2CC(NC2=CC=C1)=O)(F)F (4-(3-trifluoromethyl-phenyl)-1,3-dihydro-indol-2-one), N1(N=NC=C1)CCNC(=O)C1=C(NC(=C1)C)C=O (2-formyl-5-methyl-1H-pyrrole-3 carboxylic acid (2-[1,2,3]triazol-1-yl-ethyl)-amide). Reagents/catalysts: N1CCCCC1 (piperidine). The solvent is C(C)O (ethanol). Run at time 3 day. Product: N1(N=NC=C1)CCNC(=O)C1=C(NC(=C1)C)C=C1C(NC2=CC=CC(=C12)C1=CC(=CC=C1)C(F)(F)F)=O (5-methyl-2-[2-oxo-4-(3-trifluoromethyl-phenyl)-1,2-dihydro-indol-3-ylidenemethyl]-1H-pyrrole-3-carboxylic acid (2-[1,2,3]triazol-1-yl-ethyl)-amide). Yield: 73.9%. As a reaction SMILES: [F:1][C:2]([F:20])([F:19])[C:3]1[CH:4]=[C:5]([C:9]2[CH:17]=[CH:16][CH:15]=[C:14]3[C:10]=2[CH2:11][C:12](=[O:18])[NH:13]3)[CH:6]=[CH:7][CH:8]=1.[N:21]1([CH2:26][CH2:27][NH:28][C:29]([C:31]2[CH:35]=[C:34]([CH3:36])[NH:33][C:32]=2[CH:37]=O)=[O:30])[CH:25]=[CH:24][N:23]=[N:22]1>C(O)C.N1CCCCC1>[N:21]1([CH2:26][CH2:27][NH:28][C:29]([C:31]2[CH:35]=[C:34]([CH3:36])[NH:33][C:32]=2[CH:37]=[C:11]2[C:10]3[C:14](=[CH:15][CH:16]=[CH:17][C:9]=3[C:5]3[CH:6]=[CH:7][CH:8]=[C:3]([C:2]([F:1])([F:19])[F:20])[CH:4]=3)[NH:13][C:12]2=[O:18])=[O:30])[CH:25]=[CH:24][N:23]=[N:22]1. Procedure details: To a solution of 4-(3-trifluoromethyl-phenyl)-1,3-dihydro-indol-2-one (69.3 mg, 0.25 mmol) and 2-formyl-5-methyl-1H-pyrrole-3 carboxylic acid (2-[1,2,3]triazol-1-yl-ethyl)-amide (61.8 mg, 0.26 mmol) in ethanol (2 mL) was added piperidine (3 drops). The reaction mixture was stirred at room temperature for three days. A yellow solid product was precipitated out, filtered, washed by ethanol for three times, and dried under high vacuum to provide pure product 5-methyl-2-[2-oxo-4-(3-trifluoromethyl-p... Starting materials: Cl (HCl), COC(C)(OC)C=1SC(=CN1)C1(C=2N(CCC1)C=NC2)O (8-[2-(1,1-dimethoxyethyl)thiazol-5-yl]-5,6,7,8-tetrahydroimidazo[1,5-a]pyridin-8-ol), C([O-])([O-])=O.[Na+].[Na+] (sodium carbonate). Run in CC(=O)C.O (acetone water). Reaction conditions: time 2 hour. The product is OC1(C=2N(CCC1)C=NC2)C2=CN=C(S2)C(C)=O (1-[5-(8-Hydroxy-5,6,7,8-tetrahydroimidazo[1,5-a]pyridin-8-yl)thiazol-2-yl]ethanone). RXN SMILES: Cl.C[O:3][C:4]([C:8]1[S:9][C:10]([C:13]2([OH:22])[CH2:18][CH2:17][CH2:16][N:15]3[CH:19]=[N:20][CH:21]=[C:14]23)=[CH:11][N:12]=1)(OC)[CH3:5].C(=O)([O-])[O-].[Na+].[Na+]>CC(C)=O.O>[OH:22][C:13]1([C:10]2[S:9][C:8]([C:4](=[O:3])[CH3:5])=[N:12][CH:11]=2)[CH2:18][CH2:17][CH2:16][N:15]2[CH:19]=[N:20][CH:21]=[C:14]12 |f:2.3.4,5.6|. Reported procedure: 5 ml of conc. HCl are added dropwise to a solution of 0.31 g of 8-[2-(1,1-dimethoxyethyl)thiazol-5-yl]-5,6,7,8-tetrahydroimidazo[1,5-a]pyridin-8-ol and 20 ml of 1:1 acetone/water at room temperature, and the mixture is stirred for 2 hours. The reaction mixture is evaporated—the residue is mixed with saturated aqueous sodium carbonate solution and extracted with ethyl acetate (3×). The combined organic phases are dried with sodium sulphate and evaporated. The title compound is identified from the...